Dataset: the Open Reaction Database (ORD), a public repository of structured organic reaction records. Task: describe an organic reaction: reactants, conditions, products, and yield Reactants: ClC=1C(=NC=CC1)F (3-chloro-2-fluoropyridine), FC1(CC(C1)C(=O)OC(C)(C)C)F (tert-butyl 3,3-difluorocyclobutanecarboxylate), C[Si]([N-][Si](C)(C)C)(C)C.[Na+] (sodium 1,1,1,3,3,3-hexamethyldisilazan-2-ide). The solvent is C1(=CC=CC=C1)C (toluene). Run at time 20 minute. Product: ClC=1C(=NC=CC1)C1(CC(C1)(F)F)C(=O)OC(C)(C)C (tert-butyl 1-(3-chloropyridin-2-yl)-3,3-difluorocyclobutanecarboxylate). Isolated yield 43.8%. Reaction SMILES: [Cl:1][C:2]1[C:3](F)=[N:4][CH:5]=[CH:6][CH:7]=1.[F:9][C:10]1([F:21])[CH2:13][CH:12]([C:14]([O:16][C:17]([CH3:20])([CH3:19])[CH3:18])=[O:15])[CH2:11]1.C[Si](C)(C)[N-][Si](C)(C)C.[Na+]>C1(C)C=CC=CC=1>[Cl:1][C:2]1[C:3]([C:12]2([C:14]([O:16][C:17]([CH3:20])([CH3:19])[CH3:18])=[O:15])[CH2:11][C:10]([F:21])([F:9])[CH2:13]2)=[N:4][CH:5]=[CH:6][CH:7]=1 |f:2.3|. Procedure details: A solution of 3-chloro-2-fluoropyridine (500 mg, 3.8 mmol) and tert-butyl 3,3-difluorocyclobutanecarboxylate (Preparation 227, 877 mg, 4.6 mmol) in toluene (13 mL) was cooled to 0° C. A solution of sodium 1,1,1,3,3,3-hexamethyldisilazan-2-ide (1M solution in THF, 5.7 mL, 5.7 mmol) was added dropwise. The reaction mixture was stirred for 20 minutes at the same temperature, and then allowed to warm to room temperature and stirred for 4 hours. The reaction was quenched with saturated aqueous NH4Cl ... The reactants are C(C)OC(CCCCO)CC (5-Ethoxyheptanol), N1=CC=CC=C1 (pyridine), S(=O)(Cl)Cl (thionyl chloride). Run in O (Water). Yields the product ClCCCCC(CC)OCC (1-chloro-5-ethoxyheptane). As a reaction SMILES: [CH2:1]([O:3][CH:4]([CH2:10][CH3:11])[CH2:5][CH2:6][CH2:7][CH2:8]O)[CH3:2].N1C=CC=CC=1.S(Cl)([Cl:20])=O>O>[Cl:20][CH2:8][CH2:7][CH2:6][CH2:5][CH:4]([O:3][CH2:1][CH3:2])[CH2:10][CH3:11]. Procedure: 5-Ethoxyheptanol (238 g, 1.49 moles) is diluted in pyridine (128 g, 1.62 moles). The solution is stirred at room temperature and thionyl chloride (388 g, 3.22 moles) is added dropwise over 2 hours, after which time the reaction is heated in a 70° C. water bath for 2 additional hours. Water (700 ml) is added to the reaction and the organic layer separated. The aqueous layer is extracted with hexane (3×400 ml) and the extracts combined with the organic phase. The organic phase is then washed with ... Reactants: C(C)(C)(C)OC(=O)N1CCC(CC1)(F)CNC(=O)C=1N=NC(=C(C1)C1=CC=C(C=C1)OC1CCCCC1)CCCC (4-({[6-butyl-5-(4-cyclohexyloxy-phenyl)-pyridazine-3-carbonyl]-amino}-methyl)-4-fluoro-piperidine-1-carboxylic acid tert-butyl ester), Cl (HCl). Run in C(Cl)Cl (DCM), O1CCOCC1 (dioxane). Run at time 1 hour. Product: Cl.Cl.FC1(CCNCC1)CNC(=O)C=1N=NC(=C(C1)C1=CC=C(C=C1)OC1CCCCC1)CCCC (6-butyl-5-(4-cyclohexyloxy-phenyl)-pyridazine-3-carboxylic acid (4-fluoro-piperidin-4-ylmethyl)-amide dihydrochloride). Reaction SMILES: C(OC([N:8]1[CH2:13][CH2:12][C:11]([CH2:15][NH:16][C:17]([C:19]2[N:20]=[N:21][C:22]([CH2:38][CH2:39][CH2:40][CH3:41])=[C:23]([C:25]3[CH:30]=[CH:29][C:28]([O:31][CH:32]4[CH2:37][CH2:36][CH2:35][CH2:34][CH2:33]4)=[CH:27][CH:26]=3)[CH:24]=2)=[O:18])([F:14])[CH2:10][CH2:9]1)=O)(C)(C)C.[ClH:42]>C(Cl)Cl.O1CCOCC1>[ClH:42].[ClH:42].[F:14][C:11]1([CH2:15][NH:16][C:17]([C:19]2[N:20]=[N:21][C:22]([CH2:38][CH2:39][CH2:40][CH3:41])=[C:23]([C:25]3[CH:30]=[CH:29][C:28]([O:31][CH:32]4[CH2:37][CH2:36][CH2:35][CH2:34][CH2:33]4)=[CH:27][CH:26]=3)[CH:24]=2)=[O:18])[CH2:10][CH2:9][NH:8][CH2:13][CH2:12]1 |f:4.5.6|. Reported procedure: To a solution of 4-({[6-butyl-5-(4-cyclohexyloxy-phenyl)-pyridazine-3-carbonyl]-amino}-methyl)-4-fluoro-piperidine-1-carboxylic acid tert-butyl ester (70 mg) in DCM (2 mL) was added 4 N HCl in dioxane (1.0 mL), and the reaction was stirred for 1 h. The volatiles were removed under reduced pressure, and the residue was triturated with anhydrous ethyl ether and dried under high vacuum to provide 6-butyl-5-(4-cyclohexyloxy-phenyl)-pyridazine-3-carboxylic acid (4-fluoro-piperidin-4-ylmethyl)-amide d... The reactants are ClC1=C(C=CC(=C1)OC)C=CC1=CC(=C(C=C1)C)Cl (2,3'-dichloro-4-methoxy-4'-methylstilbene), BrN1C(CCC1=O)=O (N-bromosuccinimide), C(C1=CC=CC=C1)(=O)OOC(C1=CC=CC=C1)=O (benzoyl peroxide). The solvent is C(Cl)(Cl)(Cl)Cl (carbon tetrachloride). Product: ClC1=C(C=CC2=CC(=C(CBr)C=C2)Cl)C=CC(=C1)OC (4-(2-Chloro-4-methoxystyryl)-2-chlorobenzyl bromide). As a reaction SMILES: [Cl:1][C:2]1[CH:7]=[C:6]([O:8][CH3:9])[CH:5]=[CH:4][C:3]=1[CH:10]=[CH:11][C:12]1[CH:17]=[CH:16][C:15]([CH3:18])=[C:14]([Cl:19])[CH:13]=1.[Br:20]N1C(=O)CCC1=O.C(OOC(=O)C1C=CC=CC=1)(=O)C1C=CC=CC=1>C(Cl)(Cl)(Cl)Cl>[Cl:1][C:2]1[CH:7]=[C:6]([O:8][CH3:9])[CH:5]=[CH:4][C:3]=1[CH:10]=[CH:11][C:12]1[CH:17]=[CH:16][C:15]([CH2:18][Br:20])=[C:14]([Cl:19])[CH:13]=1. Reported procedure: 4-(2-Chloro-4-methoxystyryl)-2-chlorobenzyl bromide was prepared from 27.8 g. of 2,3'-dichloro-4-methoxy-4'-methylstilbene, 17.8 g. of N-bromosuccinimide and 0.5 g. of benzoyl peroxide in carbon tetrachloride according to the procedure of Example 10(b); yield 23.0 g., m.p. 106°-108° C. Reaction conditions: temperature 50 celsius, time 48 hour. The solvent is CO (MeOH). The product is ClC1=CN=C(C2=CC(=CC=C12)S(=O)(=O)N(C1(CCCC1)C(=O)O)CCOC1OCCCC1)NC(=N)N (1-{[(4-chloro-1-guanidino-7-isoquinolinyl)sulphonyl][2-(tetrahydro-2H-pyran-2-yloxy)ethyl]amino}cyclopentanecarboxylic acid). Procedure: A solution of ethyl 1-{[(4-chloro-1-guanidino-7-isoquinolinyl)sulphonyl][2-(tetrahydro-2H-pyran-2-yloxy)ethyl]amino}cyclopentanecarboxylate in MeOH (5 ml), was heated to 75° C., NaOH solution (1 ml, 2N, 2 mmol) added, and the reaction stirred at 50° C. for 48 h. The cooled reaction mixture was concentrated in vacuo , to remove the MeOH, and the remaining aqueous solution acidifed to pH 6 using 1N HCl. The resulting precipitate was filtered, washed with water, and the filtrate extracted with EtOA... Reaction SMILES: [Cl:1][C:2]1[C:11]2[C:6](=[CH:7][C:8]([S:12]([N:15]([CH2:26][CH2:27][O:28][CH:29]3[CH2:34][CH2:33][CH2:32][CH2:31][O:30]3)[C:16]3([C:21]([O:23]CC)=[O:22])[CH2:20][CH2:19][CH2:18][CH2:17]3)(=[O:14])=[O:13])=[CH:9][CH:10]=2)[C:5]([NH:35][C:36]([NH2:38])=[NH:37])=[N:4][CH:3]=1.[OH-].[Na+]>CO>[Cl:1][C:2]1[C:11]2[C:6](=[CH:7][C:8]([S:12]([N:15]([CH2:26][CH2:27][O:28][CH:29]3[CH2:34][CH2:33][CH2:32][CH2:31][O:30]3)[C:16]3([C:21]([OH:23])=[O:22])[CH2:20][CH2:19][CH2:18][CH2:17]3)(=[O:13])=[O:14])=[CH:9][CH:10]=2)[C:5]([NH:35][C:36]([NH2:38])=[NH:37])=[N:4][CH:3]=1 |f:1.2|. Reactants: ClC1=CN=C(C2=CC(=CC=C12)S(=O)(=O)N(C1(CCCC1)C(=O)OCC)CCOC1OCCCC1)NC(=N)N (ethyl 1-{[(4-chloro-1-guanidino-7-isoquinolinyl)sulphonyl][2-(tetrahydro-2H-pyran-2-yloxy)ethyl]amino}cyclopentanecarboxylate), [OH-].[Na+] (NaOH). The reactants are Cl (HCl), OCCN(CCN(C(OC(C)(C)C)=O)C)CC1=CC(=C(C=C1)C)C(=O)NCC12CC3CC(CC(C1)C3)C2 ([2-[(2-Hydroxyethyl)[[4 methyl-3-[[(tricyclo[3.3.1.13,7]dec-1-ylmethyl)amino]carbonyl]phenyl]methyl]amino]ethyl]methyl-carbamic acid, 1,1-dimethylethyl ester), N (ammonia). The solvent is O1CCOCC1 (dioxane), CO (methanol). Reaction conditions: time 14 hour. Yields the product OCCN(CCNC)CC=1C=CC(=C(C(=O)NCC23CC4CC(CC(C2)C4)C3)C1)C (5-[[(2-Hydroxyethyl)[2-(methylamino)ethyl]amino]methyl]-2-methyl-N-(tricyclo[3.3.1.13,7]dec-1-ylmethyl)-benzamide). Yield: 72.8%. Reaction SMILES: [OH:1][CH2:2][CH2:3][N:4]([CH2:16][C:17]1[CH:22]=[CH:21][C:20]([CH3:23])=[C:19]([C:24]([NH:26][CH2:27][C:28]23[CH2:37][CH:32]4[CH2:33][CH:34]([CH2:36][CH:30]([CH2:31]4)[CH2:29]2)[CH2:35]3)=[O:25])[CH:18]=1)[CH2:5][CH2:6][N:7](C)[C:8](=O)OC(C)(C)C.Cl.N>CO.O1CCOCC1>[OH:1][CH2:2][CH2:3][N:4]([CH2:16][C:17]1[CH:22]=[CH:21][C:20]([CH3:23])=[C:19]([CH:18]=1)[C:24]([NH:26][CH2:27][C:28]12[CH2:29][CH:30]3[CH2:36][CH:34]([CH2:33][CH:32]([CH2:31]3)[CH2:37]1)[CH2:35]2)=[O:25])[CH2:5][CH2:6][NH:7][CH3:8]. Procedure details: [2-[(2-Hydroxyethyl)[[4 methyl-3-[[(tricyclo[3.3.1.13,7]dec-1-ylmethyl)amino]carbonyl]phenyl]methyl]amino]ethyl]methyl-carbamic acid, 1,1-dimethylethyl ester (Example 72a, 0.285 g) was dissolved in methanol (10 ml), 4N HCl in dioxane (10 ml) was added and the mixture stirred for 14 h at room temperature. The solution was poured into 25% aqueous ammonia solution and concentrated under reduced pressure to give the free base. This was purified by chromatography over silica gel (eluting with 8:2:0.2... Reactants: CN(C)C=O, CC(COS(C)(=O)=O)NC(=O)OC(C)(C)C, CCOC(C)=O, [Cl-], [Li+]. Yields the product CC(CCl)NC(=O)OC(C)(C)C. As a reaction SMILES: [CH3:19][N:20]([CH3:21])[CH:22]=[O:23].[CH3:1][S:2]([O:3][CH2:6][CH:7]([CH3:8])[NH:9][C:10](=[O:11])[O:12][C:13]([CH3:14])([CH3:15])[CH3:16])(=[O:4])=[O:5].[CH3:24][CH2:25][O:26][C:27](=[O:28])[CH3:29].[Cl-:18].[Li+:17]>>[CH2:6]([CH:7]([CH3:8])[NH:9][C:10](=[O:11])[O:12][C:13]([CH3:14])([CH3:15])[CH3:16])[Cl:18]. The reactants are C(C)(C)(C)[Li] (tert-butyl-lithium), C(=O)=O.CC(=O)C (dry ice acetone), O1C(CC2=C1C=CC=C2)=O (benzofuranone). The solvent is CCOCC (ether), CCCCCC (hexane). Conditions: temperature -65 celsius, time 1 hour. Product: C(C)(C)(C)C1=CCCC2=C1C=CO2 (4-tert-butyl-6,7-dihydrobenzofuran). As a reaction SMILES: [C:1]([Li])([CH3:4])([CH3:3])[CH3:2].[O:6]1[C:10]2[CH:11]=[CH:12][CH:13]=[CH:14][C:9]=2[CH2:8][C:7]1=O.C(=O)=O.CC(C)=O>CCOCC.CCCCCC>[C:1]([C:14]1[C:9]2[CH:8]=[CH:7][O:6][C:10]=2[CH2:11][CH2:12][CH:13]=1)([CH3:4])([CH3:3])[CH3:2] |f:2.3|. Procedure details: A 2000-mL 3-neck flask fitted with nitrogen inlet, low temperature thermometer, and 500-mL pressure equilibrated dropping funnel is flame dried and charged with dry hexane (freshly distilled from calcium hydride, 200 mL). The flask is cooled with an external dry ice/acetone bath then tert-butyl-lithium (1.7 M in pentane, 200 mL, 340 mmol) is added via double ended needle transfer. The resulting solution is cooled to -65° C. internal temperature then a solution of 43 (40.00 g, 294 mmol) in a mixt... Reactants: FC(C(=O)O)(F)F (trifluoroacetic acid), CC1=NOC(=C1)CC(=O)C1=CC=CC=C1 (2-(3-methyl-5-isoxazolyl)-1-phenylethanone), CN(C)CN(C)C (N,N,N',N',-tetramethyldiaminomethane), NN (hydrazine), CC1=NOC(=C1)C1C(=NNC1)C1=CC=CC=C1 (4,5-dihydro-4-(3-methyl-5-isoxazolyl)-3-phenyl-1H-pyrazole), FC(OC1=CC=C(C=C1)N=C=O)(F)F (4-(Trifluoromethoxy)phenyl isocyanate). Solvent: ClCCl (dichloromethane), ClCCl (dichloromethane), C(C)(=O)O (acetic acid). Conditions: temperature -15 celsius, time 5 minute. Yields the product CC1=NOC(=C1)C1C(=NN(C1)C(=O)NC1=CC=C(C=C1)OC(F)(F)F)C1=CC=CC=C1 (4,5-Dihydro-4-(3-methyl-5-isoxazolyl)-3-phenyl-N-(4-trifluoromethoxyphenyl)-1H-pyrazole-1-carboxamide). RXN SMILES: CC1C=C(CC(C2C=CC=CC=2)=O)ON=1.CN(CN(C)C)C.FC(F)(F)C(O)=O.NN.[CH3:32][C:33]1[CH:37]=[C:36]([CH:38]2[CH2:42][NH:41][N:40]=[C:39]2[C:43]2[CH:48]=[CH:47][CH:46]=[CH:45][CH:44]=2)[O:35][N:34]=1.[F:49][C:50]([F:62])([F:61])[O:51][C:52]1[CH:57]=[CH:56][C:55]([N:58]=[C:59]=[O:60])=[CH:54][CH:53]=1>ClCCl.C(O)(=O)C>[CH3:32][C:33]1[CH:37]=[C:36]([CH:38]2[CH2:42][N:41]([C:59]([NH:58][C:55]3[CH:56]=[CH:57][C:52]([O:51][C:50]([F:49])([F:61])[F:62])=[CH:53][CH:54]=3)=[O:60])[N:40]=[C:39]2[C:43]2[CH:48]=[CH:47][CH:46]=[CH:45][CH:44]=2)[O:35][N:34]=1. Procedure: A mixture of 20 mL of dichloromethane, 2.01 g (10 mmol) of 2-(3-methyl-5-isoxazolyl)-1-phenylethanone and 1.12 g (11 mmol) of N,N,N',N',-tetramethyldiaminomethane was prepared and cooled to -15° C. and 1.25 g (11 mmol) of trifluoroacetic acid in 5 mL of dichloromethane was added with cooling and stirring. Stirring was continued for 5 min at about 0° C. and then the mixture was allowed to warm to ambient temperature and stir for another 1.75 hr. A proton NMR spectrum of the mixture was taken whic...